This data is from the Open Reaction Database (ORD), a public repository of structured organic reaction records. The task is: describe an organic reaction: reactants, conditions, products, and yield Reactants: [OH-].[Na+] (sodium hydroxide), C(C)(=O)NCC1=CC=C(S1)CC(=O)O (2-(5-acetylaminomethyl-2-thienyl)-acetic acid), C(C)(C)(C)OC(=O)N=[N+]=[N-] (tert.-butoxycarbonyl azide). Solvent: O1CCOCC1 (dioxane). Reaction conditions: temperature 25 celsius, time 12 hour. The product is C(C)(C)(C)OC(=O)NCC1=CC=C(S1)CC(=O)O (2-(5-tert.-butoxycarbonylaminomethyl-2-thienyl)-acetic acid). As a reaction SMILES: [OH-].[Na+].C(N[CH2:7][C:8]1[S:12][C:11]([CH2:13][C:14]([OH:16])=[O:15])=[CH:10][CH:9]=1)(=O)C.[C:17]([O:21][C:22]([N:24]=[N+]=[N-])=[O:23])([CH3:20])([CH3:19])[CH3:18]>O1CCOCC1>[C:17]([O:21][C:22]([NH:24][CH2:7][C:8]1[S:12][C:11]([CH2:13][C:14]([OH:16])=[O:15])=[CH:10][CH:9]=1)=[O:23])([CH3:20])([CH3:19])[CH3:18] |f:0.1|. Procedure details: 0.3 ml of a 2 N aqueous sodium hydroxide solution is added to a solution of 0.6 g of 2-(5-acetylaminomethyl-2-thienyl)-acetic acid in 5 ml of dioxane. The mixture is stirred for 12 hours at 55°-60° C. and cooled to 25° C., 0.2 ml of tert.-butoxycarbonyl azide is added, the mixture is stirred for 16 hours at room temperature and 2-(5-tert.-butoxycarbonylaminomethyl-2-thienyl)-acetic acid is isolated in accordance with the process described above. The reactants are BrC1=NC(=CC(=C1)NS(=O)(=O)C1=CC=C(C=C1)NC(C)=O)Br (N-[4-(2,6-dibromo-pyridin-4-ylsulfamoyl)-phenyl]-acetamide), Cl (HCl). Run in [OH-].[Na+] (NaOH). The product is NC1=CC=C(C=C1)S(=O)(=O)NC1=CC(=NC(=C1)Br)Br (4-amino-N-(2,6-dibromo-pyridin-4-yl)-benzenesulfonamide). Isolated yield 86.5%. As a reaction SMILES: [Br:1][C:2]1[CH:7]=[C:6]([NH:8][S:9]([C:12]2[CH:17]=[CH:16][C:15]([NH:18]C(=O)C)=[CH:14][CH:13]=2)(=[O:11])=[O:10])[CH:5]=[C:4]([Br:22])[N:3]=1.Cl>[OH-].[Na+]>[NH2:18][C:15]1[CH:16]=[CH:17][C:12]([S:9]([NH:8][C:6]2[CH:7]=[C:2]([Br:1])[N:3]=[C:4]([Br:22])[CH:5]=2)(=[O:11])=[O:10])=[CH:13][CH:14]=1 |f:2.3|. Procedure: 6.2 g (0.0138 mol) of N-[4-(2,6-dibromo-pyridin-4-ylsulfamoyl)-phenyl]-acetamide were dissolved in 138 ml of 1N NaOH and boiled at reflux for 2 hours. After cooling the mixture was adjusted to pH 6 with 2N HCl and the precipitate which separated was filtered off. The material on the suction filter was washed well with water and dried. It was subsequently chromatographed on :silica gel with ethyl acetate/hexane 1:2→1:1. There were obtained 4.86 g (86%) of 4-amino-N-(2,6-dibromo-pyridin-4-yl)-benz... Solvent: O1CCCC1 (tetrahydrofuran). Run at time 1.5 hour. The product is C(C1=CC=CC=C1)O[C@H]1[C@]2(O[C@@H]([C@@H]([C@@H]1OCC1=CC=CC=C1)OCC1=CC=CC=C1)COCC1=CC=CC=C1)OCC=1C=C3C(=CC12)C(=CS3)C3=CC=C(C=C3)CC ((3′R,4′S,5S,5′S,6′R)-3′,4′,5′-tris-benzyloxy-6′-benzyloxymethyl-3-(4-ethylphenyl)-3′,4′,5′,6′-tetrahydro-spiro[thieno[2,3,f]isobenzofuran-5(7H),2′-[2H]pyran]). Procedure details: (3′R,4′S,5S,5′S,6′R)-3′,4′,5′-tris-benzyloxy-6′-benzyloxymethyl-3-(4-ethylphenyl)-3′,4′,5′,6′-tetrahydro-2-trimethylsilyl-spiro[thieno[2,3,f]isobenzofuran-5(7H),2′-[2H]pyran] (0.094 g, 0.109 mmol) was dissolved in tetrahydrofuran (0.5 mL). A Solution of tetrabutylammonium fluoride/tetrahydrofuran (1.0 M, 0.43 mL) was added thereto, and then the mixture was stirred for 1.5 hours at room temperature. Saturated aqueous ammonium chloride was added thereto, and the resultant mixture was extracted wit... RXN SMILES: [CH2:1]([O:8][C@@H:9]1[C@@H:14]([O:15][CH2:16][C:17]2[CH:22]=[CH:21][CH:20]=[CH:19][CH:18]=2)[C@@H:13]([O:23][CH2:24][C:25]2[CH:30]=[CH:29][CH:28]=[CH:27][CH:26]=2)[C@@H:12]([CH2:31][O:32][CH2:33][C:34]2[CH:39]=[CH:38][CH:37]=[CH:36][CH:35]=2)[O:11][C@:10]21[C:47]1[CH:46]=[C:45]3[C:48]([C:55]4[CH:60]=[CH:59][C:58]([CH2:61][CH3:62])=[CH:57][CH:56]=4)=[C:49]([Si](C)(C)C)[S:50][C:44]3=[CH:43][C:42]=1[CH2:41][O:40]2)[C:2]1[CH:7]=[CH:6][CH:5]=[CH:4][CH:3]=1.[F-].C([N+](CCCC)(CCCC)CCCC)CCC.O1CCCC1.[Cl-].[NH4+]>O1CCCC1>[CH2:1]([O:8][C@@H:9]1[C@@H:14]([O:15][CH2:16][C:17]2[CH:22]=[CH:21][CH:20]=[CH:19][CH:18]=2)[C@@H:13]([O:23][CH2:24][C:25]2[CH:26]=[CH:27][CH:28]=[CH:29][CH:30]=2)[C@@H:12]([CH2:31][O:32][CH2:33][C:34]2[CH:39]=[CH:38][CH:37]=[CH:36][CH:35]=2)[O:11][C@:10]21[C:47]1[CH:46]=[C:45]3[C:48]([C:55]4[CH:56]=[CH:57][C:58]([CH2:61][CH3:62])=[CH:59][CH:60]=4)=[CH:49][S:50][C:44]3=[CH:43][C:42]=1[CH2:41][O:40]2)[C:2]1[CH:7]=[CH:6][CH:5]=[CH:4][CH:3]=1 |f:1.2.3,4.5|. Reactants: [F-].C(CCC)[N+](CCCC)(CCCC)CCCC.O1CCCC1 (tetrabutylammonium fluoride tetrahydrofuran), C(C1=CC=CC=C1)O[C@H]1[C@]2(O[C@@H]([C@@H]([C@@H]1OCC1=CC=CC=C1)OCC1=CC=CC=C1)COCC1=CC=CC=C1)OCC=1C=C3C(=CC12)C(=C(S3)[Si](C)(C)C)C3=CC=C(C=C3)CC ((3′R,4′S,5S,5′S,6′R)-3′,4′,5′-tris-benzyloxy-6′-benzyloxymethyl-3-(4-ethylphenyl)-3′,4′,5′,6′-tetrahydro-2-trimethylsilyl-spiro[thieno[2,3,f]isobenzofuran-5(7H),2′-[2H]pyran]), [Cl-].[NH4+] (ammonium chloride). The yield is 98.3%. The reactants are C(C1=CC=CC=C1)NC(NC(C(=O)OCC)CC1=CC=CC=C1)=O (ethyl 2-(3-benzylureido)-3-phenylpropanoate), [OH-].[Li+] (lithium hydroxide). Run in C(C)O (ethanol). Reaction conditions: time 8 hour. The product is C(C1=CC=CC=C1)NC(NC(C(=O)O)CC1=CC=CC=C1)=O (2-(3-benzylureido)-3-phenylpropanoic acid). Yield: 95.0%. Reaction SMILES: [CH2:1]([NH:8][C:9](=[O:24])[NH:10][CH:11]([CH2:17][C:18]1[CH:23]=[CH:22][CH:21]=[CH:20][CH:19]=1)[C:12]([O:14]CC)=[O:13])[C:2]1[CH:7]=[CH:6][CH:5]=[CH:4][CH:3]=1.[OH-].[Li+]>C(O)C>[CH2:1]([NH:8][C:9](=[O:24])[NH:10][CH:11]([CH2:17][C:18]1[CH:23]=[CH:22][CH:21]=[CH:20][CH:19]=1)[C:12]([OH:14])=[O:13])[C:2]1[CH:3]=[CH:4][CH:5]=[CH:6][CH:7]=1 |f:1.2|. Reported procedure: A solution of ethyl 2-(3-benzylureido)-3-phenylpropanoate 13 (2.66 mmol, 0.83 g) and 2 N lithium hydroxide (5.32 mmol, 0.22 g) in ethanol (20 mL) was kept in stirring overnight at room temperature. The reaction was quenched by addition of 2 N HCl until pH=2, afterwards the precipitate was filtered, washed with water (3×30 mL) and dried to obtain the pure 2-(3-benzylureido)-3-phenylpropanoic acid as a pale white solid; 95% yield, m.p. 115-117° C.; recryst. solvent: cyclohexane/benzene; 1H NMR (CD... Reactants: C1CCOC1, CC(C)NC(C)C, Cc1cc(S(=O)(=O)Cl)ccc1NC(=O)c1cc(Cl)ncn1, Cl, CC(C)(C)OC(=O)CCN. Yields the product Cc1cc(S(=O)(=O)NCCC(=O)OC(C)(C)C)ccc1NC(=O)c1cc(Cl)ncn1. As a reaction SMILES: [CH2:40]1[O:41][CH2:42][CH2:43][CH2:44]1.[CH:33]([NH:34][CH:35]([CH3:36])[CH3:37])([CH3:38])[CH3:39].[Cl:1][c:2]1[cH:3][c:4]([C:8](=[O:9])[NH:10][c:11]2[c:12]([CH3:21])[cH:13][c:14]([S:17](=[O:18])(=[O:19])[Cl:20])[cH:15][cH:16]2)[n:5][cH:6][n:7]1.[ClH:22].[NH2:23][CH2:24][CH2:25][C:26](=[O:27])[O:28][C:29]([CH3:30])([CH3:31])[CH3:32]>>[Cl:1][c:2]1[cH:3][c:4]([C:8](=[O:9])[NH:10][c:11]2[c:12]([CH3:21])[cH:13][c:14]([S:17](=[O:18])(=[O:19])[NH:23][CH2:24][CH2:25][C:26](=[O:27])[O:28][C:29]([CH3:30])([CH3:31])[CH3:32])[cH:15][cH:16]2)[n:5][cH:6][n:7]1. Starting materials: ClCCl, OC(CF)CF, CC(C)(C)OC(=O)N=NC(=O)OC(C)(C)C, c1ccc(P(c2ccccc2)c2ccccc2)cc1, Oc1ccncc1. The product is FCC(CF)Oc1ccncc1. As a reaction SMILES: [Cl:49][CH2:50][Cl:51].[F:24][CH2:25][CH:26]([CH2:27][F:28])[OH:29].[N:1]([C:2]([O:3][C:4]([CH3:5])([CH3:6])[CH3:7])=[O:8])=[N:9][C:10]([O:11][C:12]([CH3:13])([CH3:14])[CH3:15])=[O:16].[c:30]1([P:31]([c:32]2[cH:33][cH:34][cH:35][cH:36][cH:37]2)[c:38]2[cH:39][cH:40][cH:41][cH:42][cH:43]2)[cH:44][cH:45][cH:46][cH:47][cH:48]1.[n:17]1[cH:18][cH:19][c:20]([OH:23])[cH:21][cH:22]1>>[n:17]1[cH:18][cH:19][c:20]([O:23][CH:26]([CH2:25][F:24])[CH2:27][F:28])[cH:21][cH:22]1.